This data is from the Open Reaction Database (ORD), a public repository of structured organic reaction records. The task is: describe an organic reaction: reactants, conditions, products, and yield The reactants are CCOC(=O)C1CCCc2c1c1c(OC)cccc1n2CCF, CCO, [Na+], [OH-], O. Product: COc1cccc2c1c1c(n2CCF)CCCC1C(=O)O. Reaction SMILES: [CH2:1]([CH3:2])[O:3][C:4](=[O:5])[CH:6]1[CH2:7][CH2:8][CH2:9][c:10]2[n:11]([CH2:21][CH2:22][F:23])[c:12]3[cH:13][cH:14][cH:15][c:16]([O:19][CH3:20])[c:17]3[c:18]21.[CH3:26][CH2:27][OH:28].[Na+:25].[OH-:24].[OH2:29]>>[O:3]=[C:4]([OH:5])[CH:6]1[CH2:7][CH2:8][CH2:9][c:10]2[n:11]([CH2:21][CH2:22][F:23])[c:12]3[cH:13][cH:14][cH:15][c:16]([O:19][CH3:20])[c:17]3[c:18]21. Starting materials: CON(C([C@@H]([C@H]([C@@H](C(COCC1=CC=C(C=C1)OC)(COCC1=CC=C(C=C1)OC)O)OCC1=CC=CC=C1)OCC1=CC=CC=C1)OCC1=CC=CC=C1)=O)C ((2R,3S,4S)-2,3,4-tris-benzyloxy-5-hydroxy-6-(4-methoxy-benzyloxy)-5-(4-methoxy-benzyloxymethyl)-hexanoic acid methoxy-methyl-amide), O1CCCC1 (tetrahydrofuran), C(CCC)[Li] (n-Butyl lithium), O=O (oxygen), [Al] (aluminum), BrC1=CC(=C(C=C1)F)CC1=CC=C(C=C1)OC (4-Bromo-1-fluoro-2-(4-methoxy-benzyl)-benzene), O1CCCC1 (tetrahydrofuran). Run in C(C)OCC (diethyl ether). Reaction conditions: temperature 10 celsius, time 1 hour. The product is C(C1=CC=CC=C1)OC1C(OC([C@H]([C@@H]1OCC1=CC=CC=C1)OCC1=CC=CC=C1)(COCC1=CC=C(C=C1)OC)COCC1=CC=C(C=C1)OC)(O)C1=CC(=C(C=C1)F)CC1=CC=C(C=C1)OC ((4S,5S)-3,4,5-tris-benzyloxy-2-[4-fluoro-3-(4-methoxy-benzyl)-phenyl]-6,6-bis-(4-methoxy-benzyloxymethyl)-tetrahydro-pyran-2-ol). Isolated yield 55.0%. Reaction SMILES: [CH2:1]([Li])[CH2:2][CH2:3][CH3:4].O=O.Br[C:9]1[CH:14]=[CH:13][C:12]([F:15])=[C:11]([CH2:16][C:17]2[CH:22]=[CH:21][C:20]([O:23][CH3:24])=[CH:19][CH:18]=2)[CH:10]=1.CON(C)[C:28](=[O:80])[C@H:29]([O:72]CC1C=CC=CC=1)[C@@H:30]([O:64][CH2:65][C:66]1[CH:71]=[CH:70][CH:69]=[CH:68][CH:67]=1)[C@H:31]([O:56][CH2:57][C:58]1[CH:63]=[CH:62][CH:61]=[CH:60][CH:59]=1)[C:32]([OH:55])([CH2:44][O:45][CH2:46][C:47]1[CH:52]=[CH:51][C:50]([O:53][CH3:54])=[CH:49][CH:48]=1)[CH2:33][O:34][CH2:35][C:36]1[CH:41]=[CH:40][C:39]([O:42][CH3:43])=[CH:38][CH:37]=1.[Al].O1C[CH2:86][CH2:85][CH2:84]1>C(OCC)C>[CH2:1]([O:72][CH:29]1[C@@H:30]([O:64][CH2:65][C:66]2[CH:67]=[CH:68][CH:69]=[CH:70][CH:71]=2)[C@H:31]([O:56][CH2:57][C:58]2[CH:63]=[CH:62][CH:61]=[CH:60][CH:59]=2)[C:32]([CH2:44][O:45][CH2:46][C:47]2[CH:48]=[CH:49][C:50]([O:53][CH3:54])=[CH:51][CH:52]=2)([CH2:33][O:34][CH2:35][C:36]2[CH:37]=[CH:38][C:39]([O:42][CH3:43])=[CH:40][CH:41]=2)[O:55][C:28]1([C:9]1[CH:14]=[CH:13][C:12]([F:15])=[C:11]([CH2:16][C:17]2[CH:22]=[CH:21][C:20]([O:23][CH3:24])=[CH:19][CH:18]=2)[CH:10]=1)[OH:80])[C:2]1[CH:86]=[CH:85][CH:84]=[CH:4][CH:3]=1. Procedure: n-Butyl lithium (462 microL, 2.5 M/hexanes, 3.0 equivalents) was added dropwise (1 drop every 5 seconds) to an oxygen degassed solution (placed in a pre dried Biotage™ microwave vial 10-20 mL sealed with its cap and placed under a positive stream of nitrogen gas) of 4-Bromo-1-fluoro-2-(4-methoxy-benzyl)-benzene (341 mg, 3 equivalents) in anhydrous tetrahydrofuran (1.4 mL) at −78° C. under nitrogen. The resulting solution was stirred at this temperature for 1 hour. Then a solution of (2R,3S,4S)-2...